From a dataset of the Open Reaction Database (ORD), a public repository of structured organic reaction records. describe an organic reaction: reactants, conditions, products, and yield The reactants are Cn1c(Cl)nc2c(N3CCN(C(=O)OC(C)(C)C)CC3)nc(Cl)nc21, O=C([O-])O, CC(=O)[O-], CS(C)=O, Cl, [Na+], [Na+], O. Yields the product Cn1c(=O)[nH]c2c(N3CCN(C(=O)OC(C)(C)C)CC3)nc(Cl)nc21. Reaction SMILES: [C:1]([CH3:2])([CH3:3])([CH3:4])[O:5][C:6](=[O:7])[N:8]1[CH2:9][CH2:10][N:11]([c:14]2[c:15]3[n:16][c:17]([Cl:25])[n:18]([CH3:24])[c:19]3[n:20][c:21]([Cl:23])[n:22]2)[CH2:12][CH2:13]1.[C:31](=[O:32])([OH:33])[O-:34].[CH3:27][C:28]([O-:29])=[O:30].[CH3:37][S:38]([CH3:39])=[O:40].[ClH:36].[Na+:26].[Na+:35].[OH2:41]>>[C:1]([CH3:2])([CH3:3])([CH3:4])[O:5][C:6](=[O:7])[N:8]1[CH2:9][CH2:10][N:11]([c:14]2[c:15]3[nH:16][c:17](=[O:29])[n:18]([CH3:24])[c:19]3[n:20][c:21]([Cl:23])[n:22]2)[CH2:12][CH2:13]1. The reactants are CN(C)C=O, CN1CCCC1, CCO, Cl, Cl, NC1CNC1, Nc1ccc(F)c(-n2cc(C(=O)O)c(=O)c3cc(F)c(F)c(Cl)c32)n1. The product is Nc1ccc(F)c(-n2cc(C(=O)O)c(=O)c3cc(F)c(N4CC(N)C4)c(Cl)c32)n1. Reaction SMILES: [CH3:1][N:2]([CH3:3])[CH:4]=[O:5].[CH3:38][N:39]1[CH2:40][CH2:41][CH2:42][CH2:43]1.[CH3:44][CH2:45][OH:46].[ClH:31].[ClH:32].[NH2:33][CH:34]1[CH2:35][NH:36][CH2:37]1.[NH2:6][c:7]1[cH:8][cH:9][c:10]([F:30])[c:11](-[n:13]2[cH:14][c:15]([C:27](=[O:28])[OH:29])[c:16](=[O:26])[c:17]3[cH:18][c:19]([F:25])[c:20]([F:24])[c:21]([Cl:23])[c:22]23)[n:12]1>>[NH2:6][c:7]1[cH:8][cH:9][c:10]([F:30])[c:11](-[n:13]2[cH:14][c:15]([C:27](=[O:28])[OH:29])[c:16](=[O:26])[c:17]3[cH:18][c:19]([F:25])[c:20]([N:36]4[CH2:35][CH:34]([NH2:33])[CH2:37]4)[c:21]([Cl:23])[c:22]23)[n:12]1.